From a dataset of the Open Reaction Database (ORD), a public repository of structured organic reaction records. describe an organic reaction: reactants, conditions, products, and yield The reactants are NC1=NC(=C(C(=N1)N)C1=C(C=C(C=C1)Cl)Cl)C#N (2,4-Diamino-5-(2,4-dichlorophenyl)-6-cyanopyrimidine), S(O)(O)(=O)=O (sulphuric acid). The product is NC1=NC(=C(C(=N1)N)C1=C(C=C(C=C1)Cl)Cl)C(N)=O (2,4-Diamino-5-(2,4-dichlorophenyl)-6-carbamoylpyrimidine). RXN SMILES: [NH2:1][C:2]1[N:7]=[C:6]([NH2:8])[C:5]([C:9]2[CH:14]=[CH:13][C:12]([Cl:15])=[CH:11][C:10]=2[Cl:16])=[C:4]([C:17]#[N:18])[N:3]=1.S(=O)(=O)(O)[OH:20]>>[NH2:1][C:2]1[N:7]=[C:6]([NH2:8])[C:5]([C:9]2[CH:14]=[CH:13][C:12]([Cl:15])=[CH:11][C:10]=2[Cl:16])=[C:4]([C:17](=[O:20])[NH2:18])[N:3]=1. Procedure details: This compound was prepared from the compound of Example 61 by reaction with concentrated sulphuric acid at room temperature, mp. 298°-299° C. Reaction SMILES: [CH2:21]([CH3:22])[NH2:23].[CH3:1][S:2](=[O:3])[c:4]1[n:5][cH:6][c:7]2[c:8]([n:9]1)[n:10](-[c:15]1[cH:16][cH:17][cH:18][cH:19][cH:20]1)[c:11](=[O:14])[cH:12][cH:13]2>>[c:4]1([NH:23][CH2:21][CH3:22])[n:5][cH:6][c:7]2[c:8]([n:9]1)[n:10](-[c:15]1[cH:16][cH:17][cH:18][cH:19][cH:20]1)[c:11](=[O:14])[cH:12][cH:13]2. The reactants are CCN, CS(=O)c1ncc2ccc(=O)n(-c3ccccc3)c2n1. Product: CCNc1ncc2ccc(=O)n(-c3ccccc3)c2n1.